From a dataset of the Open Reaction Database (ORD), a public repository of structured organic reaction records. describe an organic reaction: reactants, conditions, products, and yield Reactants: C(C1=CC=CC=C1)ON1C(NCC1)=O (1-benzyloxy-2-imidazolidinone), [H-].[Na+] (sodium hydride), BrCCCCC (1-bromopentane). Run in CN(C)C=O (DMF). Reaction conditions: time 30 minute. Yields the product C(C1=CC=CC=C1)ON1C(N(CC1)CCCCC)=O (3-benzyloxy-1-pentyl-2-imidazolidinone). Yield: 83.0%. RXN SMILES: [CH2:1]([O:8][N:9]1[CH2:13][CH2:12][NH:11][C:10]1=[O:14])[C:2]1[CH:7]=[CH:6][CH:5]=[CH:4][CH:3]=1.[H-].[Na+].Br[CH2:18][CH2:19][CH2:20][CH2:21][CH3:22]>CN(C=O)C>[CH2:1]([O:8][N:9]1[CH2:13][CH2:12][N:11]([CH2:18][CH2:19][CH2:20][CH2:21][CH3:22])[C:10]1=[O:14])[C:2]1[CH:7]=[CH:6][CH:5]=[CH:4][CH:3]=1 |f:1.2|. Reported procedure: To a stirred solution of this imidazolidinone (4.0 g, 20.8 mmol) in DMF (50 ml) under nitrogen at 50° C. was added sodium hydride (1.0 g of a 60% dispersion in oil). A thick slurry formed at once. After 30 minutes, 1-bromopentane (2.84 ml) was added. After 15 minutes, the resulting clear solution was evaporated, and the residue was partitioned between ether and water. The organic extract was washed with water and brine, then dried (MgSO4), filtered, and evaporated. Purification by chromatography...